From a dataset of the Open Reaction Database (ORD), a public repository of structured organic reaction records. describe an organic reaction: reactants, conditions, products, and yield Starting materials: CS(=O)(=O)O[C@@H]1C[C@@H]([C@@H](C1)CO)O[Si](C)(C)C(C)(C)C ((1S,3S,4S)-3-{[tert-butyl(dimethyl)silyl]oxy}-4-(hydroxymethyl)-cyclopentyl methanesulfonate), CN(C=O)C (N,N-Dimethylformamide), [N-]=[N+]=[N-].[Na+] (sodium azide). Reaction conditions: temperature 55 celsius. Yields the product N(=[N+]=[N-])[C@H]1C[C@@H]([C@@H](C1)CO)O[Si](C)(C)C(C)(C)C (((1S,2S,4R)-4-azido-2-{[tert-butyl(dimethyl)silyl]oxy}cyclopentyl)methanol). As a reaction SMILES: CS(O[C@H:6]1[CH2:10][C@@H:9]([CH2:11][OH:12])[C@@H:8]([O:13][Si:14]([C:17]([CH3:20])([CH3:19])[CH3:18])([CH3:16])[CH3:15])[CH2:7]1)(=O)=O.CN(C)C=O.[N-:26]=[N+:27]=[N-:28].[Na+]>>[N:26]([C@@H:6]1[CH2:10][C@@H:9]([CH2:11][OH:12])[C@@H:8]([O:13][Si:14]([C:17]([CH3:20])([CH3:19])[CH3:18])([CH3:16])[CH3:15])[CH2:7]1)=[N+:27]=[N-:28] |f:2.3|. Procedure details: To a solution of (1S,3S,4S)-3-{[tert-butyl(dimethyl)silyl]oxy}-4-(hydroxymethyl)-cyclopentyl methanesulfonate (0.470 g, 0.00145 mol) in N,N-Dimethylformamide (6 mL, 0.08 mol) was added sodium azide (0.4 g, 0.006 mol) 23° C., and the mixture was heated at 55° C. for 3 hours. The reaction was cooled to 23° C., quenched by addition of water and extracted with Et20 (3×), dried (Na2SO4), filtered and concentrated. The residue was purified by flash chromatography (10 to 25% ethyl acetate/hexane) to ob... Starting materials: FC1=C(C=CC(=C1)O)N1N=C(N(C1=O)C(F)F)C (1-(2-fluoro-4-hydroxyphenyl)-4-difluoromethyl-4,5-dihydro-3-methyl-1,2,4-triazol-5(1H)-one), ClCC1=C(OCC(=O)OC)C=C(C=C1)C (methyl (2-chloromethyl-5-methylphenoxy)acetate), C([O-])([O-])=O.[K+].[K+] (potassium carbonate). Solvent: CN(C=O)C (N,N-dimethylformamide). The product is FC(N1C(=NN(C1=O)C1=C(C=C(OCC2=C(OCC(=O)OC)C=C(C=C2)C)C=C1)F)C)F (methyl [2-[4-(4-difluoromethyl-4,5-dihydro-3-methyl-1,2,4-triazol-5(1H)-on-1-yl)-3-fluorophenoxymethyl]-5-methylphenoxy]acetate). The yield is 79.1%. As a reaction SMILES: [F:1][C:2]1[CH:7]=[C:6]([OH:8])[CH:5]=[CH:4][C:3]=1[N:9]1[C:13](=[O:14])[N:12]([CH:15]([F:17])[F:16])[C:11]([CH3:18])=[N:10]1.Cl[CH2:20][C:21]1[CH:32]=[CH:31][C:30]([CH3:33])=[CH:29][C:22]=1[O:23][CH2:24][C:25]([O:27][CH3:28])=[O:26].C(=O)([O-])[O-].[K+].[K+]>CN(C)C=O>[F:16][CH:15]([F:17])[N:12]1[C:13](=[O:14])[N:9]([C:3]2[CH:4]=[CH:5][C:6]([O:8][CH2:20][C:21]3[CH:32]=[CH:31][C:30]([CH3:33])=[CH:29][C:22]=3[O:23][CH2:24][C:25]([O:27][CH3:28])=[O:26])=[CH:7][C:2]=2[F:1])[N:10]=[C:11]1[CH3:18] |f:2.3.4|. Procedure: By the method of Example 1, Step K, 2.0 g (0.0077 mole) of 1-(2-fluoro-4-hydroxyphenyl)-4-difluoromethyl-4,5-dihydro-3-methyl-1,2,4-triazol-5(1H)-one (Example 1, Step F) and 3.53 g (0.0151 mole) of methyl (2-chloromethyl-5-methylphenoxy)acetate were reacted in the presence of 1.60 g (0.0116 mole) of anhydrous potassium carbonate in 40 mL of N,N-dimethylformamide, yielding 2.75 g of methyl [2-[4-(4-difluoromethyl-4,5-dihydro-3-methyl-1,2,4-triazol-5(1H)-on-1-yl)-3-fluorophenoxymethyl]-5-methylphe... Starting materials: CCOC(C)=O, CCOC(=O)c1ccc(C#CC2(O)CN3CCC2CC3)cc1, CO, CCO, [Na+], [OH-]. The product is O=C(O)c1ccc(C#CC2(O)CN3CCC2CC3)cc1. Reaction SMILES: [C:25]([O:26][CH2:27][CH3:28])(=[O:29])[CH3:30].[CH2:1]([CH3:2])[O:3][C:4](=[O:5])[c:6]1[cH:7][cH:8][c:9]([C:12]#[C:13][C:14]2([OH:22])[CH2:15][N:16]3[CH2:17][CH2:18][CH:19]2[CH2:20][CH2:21]3)[cH:10][cH:11]1.[CH3:31][OH:32].[CH3:33][CH2:34][OH:35].[Na+:24].[OH-:23]>>[O:3]=[C:4]([OH:5])[c:6]1[cH:7][cH:8][c:9]([C:12]#[C:13][C:14]2([OH:22])[CH2:15][N:16]3[CH2:17][CH2:18][CH:19]2[CH2:20][CH2:21]3)[cH:10][cH:11]1. Starting materials: C(C)(C)(C)OC(=O)N1N=C(C2=CC(=CC=C12)C1C(=C(NC(=C1C#N)C)C)C#N)NCCN1C(C2=CC=CC=C2C1=O)=O (5-(3,5-dicyano-2,6-dimethyl-1,4-dihydro-pyridin-4-yl)-3-[2-(1,3-dioxo-1,3-dihydro-isoindol-2-yl)-ethylamino]-indazole-1-carboxylic acid tert-butyl ester), O.NN (hydrazine hydrate). The solvent is C(C)O (ethanol). Yields the product NCCNC1=NNC2=CC=C(C=C12)C1C(=C(NC(=C1C#N)C)C)C#N (4-[3-[(2-aminoethyl)amino]-1H-indazol-5-yl]-1,4-dihydro-2,6-dimethyl-3,5-pyridinedicarbonitrile). The yield is 58.4%. As a reaction SMILES: C(OC([N:8]1[C:16]2[C:11](=[CH:12][C:13]([CH:17]3[C:22]([C:23]#[N:24])=[C:21]([CH3:25])[NH:20][C:19]([CH3:26])=[C:18]3[C:27]#[N:28])=[CH:14][CH:15]=2)[C:10]([NH:29][CH2:30][CH2:31][N:32]2C(=O)C3C(=CC=CC=3)C2=O)=[N:9]1)=O)(C)(C)C.O.NN>C(O)C>[NH2:32][CH2:31][CH2:30][NH:29][C:10]1[C:11]2[C:16](=[CH:15][CH:14]=[C:13]([CH:17]3[C:22]([C:23]#[N:24])=[C:21]([CH3:25])[NH:20][C:19]([CH3:26])=[C:18]3[C:27]#[N:28])[CH:12]=2)[NH:8][N:9]=1 |f:1.2|. Reported procedure: A mixture of crude 5-(3,5-dicyano-2,6-dimethyl-1,4-dihydro-pyridin-4-yl)-3-[2-(1,3-dioxo-1,3-dihydro-isoindol-2-yl)-ethylamino]-indazole-1-carboxylic acid tert-butyl ester (110 mg), hydrazine hydrate (80%, 0.039 mL, 0.62 mmol) and ethanol (1 mL), was heated at reflux for 2 hours. On cooling the reaction mixture was concentrated and the residue taken up in THF and aqueous HCl (4M) and heated at reflux for 1 hour. On cooling the reaction mixture was concentrated and the residue purified by prepara... The reactants are C(CCCCCCCCCCC)N (Dodecylamine), C(CCCCCCCCCCC)N=C=O (dodecyl isocyanate), amine. Solvent: CCCCCC (hexane), CCCCCC (hexane). Run at time 1 hour. Product: C(CCCCCCCCCCC)NC(NCCCCCCCCCCCC)=O (Didodecylurea), white solid. Yield: 99.7%. RXN SMILES: [CH2:1]([NH2:13])[CH2:2][CH2:3][CH2:4][CH2:5][CH2:6][CH2:7][CH2:8][CH2:9][CH2:10][CH2:11][CH3:12].[CH2:14]([N:26]=[C:27]=[O:28])[CH2:15][CH2:16][CH2:17][CH2:18][CH2:19][CH2:20][CH2:21][CH2:22][CH2:23][CH2:24][CH3:25]>CCCCCC>[CH2:1]([NH:13][C:27](=[O:28])[NH:26][CH2:14][CH2:15][CH2:16][CH2:17][CH2:18][CH2:19][CH2:20][CH2:21][CH2:22][CH2:23][CH2:24][CH3:25])[CH2:2][CH2:3][CH2:4][CH2:5][CH2:6][CH2:7][CH2:8][CH2:9][CH2:10][CH2:11][CH3:12]. Procedure: Didodecylurea was prepared as follows: Dodecylamine (37 mmol, 6.84 g, commercially available from Sigma Aldrich Fine Chemicals, Milwaukee, Wis.) was dissolved in hexane (100 ml) in a 250 ml single neck, round bottomed flask. A solution of dodecyl isocyanate (37 mmol, 7.8 g, commercially available from Sigma Aldrich Fine Chemicals) in hexane (100 ml) was slowly added to the amine solution through an addition funnel. The mixture was stirred for 1 hr during which a white precipitate was formed. IR ... Reactants: CCN1NN=CC1CCOc1ccc(N)cc1, CCN=C=NCCCN(C)C, CN(C)C=O, Cl, O, O, On1nnc2ccccc21, O=C(O)CCCc1cnoc1-c1ccccc1. The product is CCN1NN=CC1CCOc1ccc(NC(=O)CCCc2cnoc2-c2ccccc2)cc1. As a reaction SMILES: [CH2:1]([CH3:2])[N:3]1[NH:4][N:5]=[CH:6][CH:7]1[CH2:8][CH2:9][O:10][c:11]1[cH:12][cH:13][c:14]([NH2:15])[cH:16][cH:17]1.[CH2:47]([N:48]=[C:49]=[N:50][CH2:51][CH2:52][CH2:53][N:54]([CH3:55])[CH3:56])[CH3:57].[CH3:59][N:60]([CH3:61])[CH:62]=[O:63].[ClH:46].[OH2:35].[OH2:58].[OH:36][n:37]1[c:38]2[cH:39][cH:40][cH:41][cH:42][c:43]2[n:44][n:45]1.[c:18]1(-[c:24]2[c:25]([CH2:29][CH2:30][CH2:31][C:32](=[O:33])[OH:34])[cH:26][n:27][o:28]2)[cH:19][cH:20][cH:21][cH:22][cH:23]1>>[CH2:1]([CH3:2])[N:3]1[NH:4][N:5]=[CH:6][CH:7]1[CH2:8][CH2:9][O:10][c:11]1[cH:12][cH:13][c:14]([NH:15][C:32]([CH2:31][CH2:30][CH2:29][c:25]2[c:24](-[c:18]3[cH:19][cH:20][cH:21][cH:22][cH:23]3)[o:28][n:27][cH:26]2)=[O:33])[cH:16][cH:17]1.